Dataset: the Open Reaction Database (ORD), a public repository of structured organic reaction records. Task: describe an organic reaction: reactants, conditions, products, and yield Reactants: ClC1=C(C(=O)O)C=CC=C1Cl (2,3-dichlorobenzoic acid), ClC1=C(C(=O)O)C=CC=C1C(F)(F)F (2-chloro-3-trifluoromethyl benzoic acid), N1=C(C=CC=C1)N1C=NC=2C=NC=CC21 (1-(Pyridin-2-yl)-1H-imidazo[4,5-c]pyridine). The product is ClC1=C(C=CC=C1Cl)C(=O)N1CC2=C(CC1)N(C=N2)C2=CC=CC=C2 ((2,3-Dichlorophenyl)(1-phenyl-6,7-dihydro-1H-imidazo[4,5-c]pyridin-5(4H)-yl)methanone). RXN SMILES: [Cl:1][C:2]1[C:10]([Cl:11])=[CH:9][CH:8]=[CH:7][C:3]=1[C:4]([OH:6])=O.Cl[C:13]1[C:21](C(F)(F)F)=[CH:20][CH:19]=[CH:18][C:14]=1C(O)=O.N1C=CC=CC=1[N:32]1[C:40]2[CH:39]=[CH:38][N:37]=[CH:36][C:35]=2[N:34]=[CH:33]1>>[Cl:1][C:2]1[C:10]([Cl:11])=[CH:9][CH:8]=[CH:7][C:3]=1[C:4]([N:37]1[CH2:38][CH2:39][C:40]2[N:32]([C:13]3[CH:14]=[CH:18][CH:19]=[CH:20][CH:21]=3)[CH:33]=[N:34][C:35]=2[CH2:36]1)=[O:6]. Procedure details: Example 3 was made in a manner analogous with Example 1 substituting 2,3-dichlorobenzoic acid for 2-chloro-3-trifluoromethyl benzoic acid in Step C and substituting Intermediate 2 for Intermediate 3 in Step A. The reactants are C(=O)C1=CCCCCCCCC1 (formyl cyclodecene), C1=CCCC=CCCC=CCC1 (cyclododeca-1,5,9-triene), C13 -alcohols. The product is C13 -alcohol, C1=CC=CC=CCCCCCC1 (cyclododecatriene). As a reaction SMILES: [CH:1]1[CH2:12][CH2:11][CH:10]=[CH:9][CH2:8][CH2:7][CH:6]=[CH:5][CH2:4][CH2:3][CH:2]=1.C(C1CCCCCCCCC=1)=O>>[CH:5]1[CH2:6][CH2:7][CH2:8][CH2:9][CH2:10][CH2:11][CH:12]=[CH:1][CH:2]=[CH:3][CH:4]=1. Reported procedure: The hydroformylation of cyclododeca-1,5,9-triene is known (U.S. Pat. Nos. 3,312,742 and 3,354,229; French Pat. No. 1,411,448 or British Pat. No. 1,161,147). According to these patents, corresponding C13 -alcohols and mixtures containing formyl cyclodocane in addition to formyl cyclodecene, formyl cyclodocadiene and the C13 -alcohol can be produced from cyclododecatriene using cobalt catalysts. Even under controlled conditions, the yield of formyl cyclododecane does not exceed 40% of the theoreti...